Dataset: the Open Reaction Database (ORD), a public repository of structured organic reaction records. Task: describe an organic reaction: reactants, conditions, products, and yield Reactants: C(C1=CC=CC=C1)OC1=CC=C(C=N1)NC1=CC(=CC(=C1)OCC1=CC=C(C=C1)OC)Br ((6-benzyloxy-pyridin-3-yl)-[3-bromo-5-(4-methoxy-benzyloxy)-phenyl]-amine), CC1(OB(OC1(C)C)C1=C2C=CN(C2=CC=C1)[Si](C(C)C)(C(C)C)C(C)C)C (4-(4,4,5,5-tetramethyl-[1,3,2]dioxaborolan-2-yl)-1-triisopropylsilanyl-1H-indole), C(C1=CC=CC=C1)OC1=CC=C(C=N1)NC1=CC(=CC(=C1)C1=C2C=CN(C2=CC=C1)[Si](C(C)C)(C(C)C)C(C)C)OCC1=CC=C(C=C1)OC ((6-benzyloxy-pyridin-3-yl)-[3-(4-methoxy-benzyloxy)-5-(1-triisopropylsilanyl-1H-indol-4-yl)-phenyl]-amine), [O-]P(=O)([O-])[O-].[K+].[K+].[K+] (K3PO4), crude mixture. The reagents and catalysts are Cl[Pd-](C1=C(C=CC=C1)C1=C(C=CC=C1)N(C)C)P(C1C2CCC(C1)C2)C2C1CCC(C2)C1 (chloro(di-2-norbornylphosphino)(2′dimethylamino-1,1′-biphenyl-2-yl)palladium (II)). Run in O1CCOCC1 (dioxane). Conditions: temperature 120 celsius. The product is OC=1C=C(C=C(C1)C1=C2C=CNC2=CC=C1)NC=1C(=NC=CC1)O ([3-hydroxy-5-(1H-indol-4-yl)-phenylamino]-pyridin-2-ol). Yield: 57.1%. As a reaction SMILES: C(OC1N=CC([NH:15][C:16]2[CH:21]=[C:20]([C:22]3[CH:30]=[CH:29][CH:28]=[C:27]4[C:23]=3[CH:24]=[CH:25][N:26]4[Si](C(C)C)(C(C)C)C(C)C)C=C(OCC3C=CC(OC)=CC=3)[CH:17]=2)=CC=1)C1C=CC=CC=1.C([O:58][C:59]1[N:64]=[CH:63][C:62](NC2C=C(OCC3C=CC(OC)=CC=3)C=C(Br)C=2)=[CH:61][CH:60]=1)C1C=CC=CC=1.[CH3:83][C:84]1(C)C(C)(C)OB(C2C=CC=C3C=2C=CN3[Si](C(C)C)(C(C)C)C(C)C)[O:85]1.[O-]P([O-])([O-])=O.[K+].[K+].[K+]>O1CCOCC1.Cl[Pd-](P(C1CC2CC1CC2)C1CC2CC1CC2)C1C=CC=CC=1C1C=CC=CC=1N(C)C>[OH:85][C:84]1[CH:17]=[C:16]([NH:15][C:60]2[C:59]([OH:58])=[N:64][CH:63]=[CH:62][CH:61]=2)[CH:21]=[C:20]([C:22]2[CH:30]=[CH:29][CH:28]=[C:27]3[C:23]=2[CH:24]=[CH:25][NH:26]3)[CH:83]=1 |f:3.4.5.6|. Procedure details: (6-benzyloxy-pyridin-3-yl)-[3-(4-methoxy-benzyloxy)-5-(1-triisopropylsilanyl-1H-indol-4-yl)-phenyl]-amine. To a tube purged with nitrogen containing (6-benzyloxy-pyridin-3-yl)-[3-bromo-5-(4-methoxy-benzyloxy)-phenyl]-amine (78 mg, 0.158 mmol), 4-(4,4,5,5-tetramethyl-[1,3,2]dioxaborolan-2-yl)-1-triisopropylsilanyl-1H-indole (63 mg, 0.158 mmol) and chloro(di-2-norbornylphosphino)(2′dimethylamino-1,1′-biphenyl-2-yl)palladium (II) (9.0 mg, 0.0158 mmol) in dioxane (2 mL) was added 2M aqueous K3PO4 (0... Starting materials: ClCCl, C=C(C)C(C(=O)OCc1ccc([N+](=O)[O-])cc1)N1C(=O)C(NC(=O)COc2ccccc2)C1S(=O)O, O=C1CCC(=O)N1I. Product: C=C(C)C(C(=O)OCc1ccc([N+](=O)[O-])cc1)N1C(=O)C(NC(=O)COc2ccccc2)C1I. As a reaction SMILES: [CH2:45]([Cl:46])[Cl:47].[CH3:1][C:2]([CH:3]([C:4](=[O:5])[O:6][CH2:7][c:8]1[cH:9][cH:10][c:11]([N+:14](=[O:15])[O-:16])[cH:12][cH:13]1)[N:17]1[C:18](=[O:35])[CH:19]([NH:24][C:25]([CH2:26][O:27][c:28]2[cH:29][cH:30][cH:31][cH:32][cH:33]2)=[O:34])[CH:20]1[S:21]([OH:22])=[O:23])=[CH2:36].[I:37][N:38]1[C:39](=[O:40])[CH2:41][CH2:42][C:43]1=[O:44]>>[CH3:1][C:2]([CH:3]([C:4](=[O:5])[O:6][CH2:7][c:8]1[cH:9][cH:10][c:11]([N+:14](=[O:15])[O-:16])[cH:12][cH:13]1)[N:17]1[C:18](=[O:35])[CH:19]([NH:24][C:25]([CH2:26][O:27][c:28]2[cH:29][cH:30][cH:31][cH:32][cH:33]2)=[O:34])[CH:20]1[I:37])=[CH2:36]. Starting materials: C[Si](C)(C)[N-][Si](C)(C)C, O=C(Sc1ccc(Cl)cc1)c1cccc(C(F)(F)F)n1, N#CCc1ccc(F)cc1, [K+], C1CCOC1, O=C(O)CC(O)(CC(=O)O)C(=O)O. The product is N#CC(C(=O)c1cccc(C(F)(F)F)n1)c1ccc(F)cc1. RXN SMILES: [CH3:11][Si:12]([N-:13][Si:14]([CH3:15])([CH3:16])[CH3:17])([CH3:18])[CH3:19].[Cl:21][c:22]1[cH:23][cH:24][c:25]([S:26][C:29](=[O:30])[c:31]2[n:32][c:33]([C:37]([F:38])([F:39])[F:40])[cH:34][cH:35][cH:36]2)[cH:27][cH:28]1.[F:1][c:2]1[cH:3][cH:4][c:5]([CH2:8][C:9]#[N:10])[cH:6][cH:7]1.[K+:20].[O:54]1[CH2:55][CH2:56][CH2:57][CH2:58]1.[OH:41][C:42]([CH2:43][C:44]([C:45](=[O:46])[OH:47])([CH2:48][C:49](=[O:50])[OH:51])[OH:52])=[O:53]>>[F:1][c:2]1[cH:3][cH:4][c:5]([CH:8]([C:9]#[N:10])[C:29](=[O:30])[c:31]2[n:32][c:33]([C:37]([F:38])([F:39])[F:40])[cH:34][cH:35][cH:36]2)[cH:6][cH:7]1. Reactants: NC=1SC(=CN1)C (2-amino-5-methylthiazole), C(=O)(OC(C)(C)C)NCCCBr (3-(Boc-amino)propyl bromide). Conditions: temperature 85 celsius, time 4 hour. Yields the product N=C1SC(=CN1CCCNC(OC(C)(C)C)=O)C (tert-butyl 3-(2-imino-5-methylthiazol-3(2H)-yl)propylcarbamate). Isolated yield 70.0%. Reaction SMILES: [NH2:1][C:2]1[S:3][C:4]([CH3:7])=[CH:5][N:6]=1.[C:8]([NH:15][CH2:16][CH2:17][CH2:18]Br)([O:10][C:11]([CH3:14])([CH3:13])[CH3:12])=[O:9]>>[NH:1]=[C:2]1[N:6]([CH2:18][CH2:17][CH2:16][NH:15][C:8](=[O:9])[O:10][C:11]([CH3:14])([CH3:13])[CH3:12])[CH:5]=[C:4]([CH3:7])[S:3]1. Procedure: A mixture of 2-amino-5-methylthiazole (0.58 g, 5.0 mmol) and 3-(Boc-amino)propyl bromide (1.2 g, 5.0 mmol) was warmed to 85° C. and was allowed to stir for 4 h. The mixture was cooled to ambient temperature and was purified via column chromatography (SiO2, 9:1:0.1 CH2Cl2:methanol:ammonium hydroxide) to give the title compound (0.96 g, 3.5 mmol, 70% yield). MS (DCI/NH3) m/z 272 (M+H)+. The reactants are C(C)#N (acetonitrile), Cl.CC(C(C(=O)NCC(=O)C=1C=NC=CC1)=O)CC (rac-3-methyl-2-oxo-N-[(3-pyridylcarbonyl)methyl]valeramide hydrochloride). The product is CC(CC)C=1C(NC=C(N1)C=1C=NC=CC1)=O (rac-3-(1-methylpropyl)-5-(3-pyridyl)-2(1H)-pyrazinone). RXN SMILES: Cl.[CH3:2][CH:3]([CH2:18][CH3:19])[C:4](=O)[C:5]([NH:7][CH2:8][C:9]([C:11]1[CH:12]=[N:13][CH:14]=[CH:15][CH:16]=1)=O)=[O:6].C(#[N:22])C>>[CH3:2][CH:3]([C:4]1[C:5](=[O:6])[NH:7][CH:8]=[C:9]([C:11]2[CH:12]=[N:13][CH:14]=[CH:15][CH:16]=2)[N:22]=1)[CH2:18][CH3:19] |f:0.1|. Procedure: In a manner analogous to Example 1, by condensing 3-(2-amino-1,1-diethoxyethyl)pyridine with 3-methyl-2-oxopentanoic acid there is obtained rac-N-[2,2-diethoxy-2-(3-pyridyl)ethyl]-3-methyl-2-oxovaleramide as an amorphous, colorless solid. Subsequent acidic hydrolysis to rac-3-methyl-2-oxo-N-[(3-pyridylcarbonyl)methyl]valeramide hydrochloride (beige, crystalline solid, melting point 158°-159°) and ring closure gives rac-3-(1-methylpropyl)-5-(3-pyridyl)-2(1H)-pyrazinone as a yellow solid, melting ... Reactants: OO (hydrogen peroxide), C(C1=CC=CC=C1)[C@@H]1NC(OC1)=O ((S)-4-benzyloxazolidin-2-one), C(=O)C1=CC=C(C=C1)C1=CC(=CC=C1)CNC(OC(C)(C)C)=O (tert-butyl (4′-formylbiphenyl-3-yl)methylcarbamate), [O-]S(=O)(=O)C(F)(F)F.C(CCC)[B+]CCCC (dibutylboron triflate), C(C)(C)N(CC)C(C)C (diisopropylethylamine), C(C1=CC=CC=C1)[C@@H]1N(C(OC1)=O)C(COCC)=O ((S)-4-benzyl-3-(2-ethoxyacetyl)oxazolidin-2-one), buffer solution. The solvent is CO (methanol), ClCCl (dichloromethane), CO (methanol), O (water), ClCCl (dichloromethane). Run at temperature 0 celsius, time 30 minute. Product: C(C1=CC=CC=C1)[C@@H]1N(C(OC1)=O)C([C@H]([C@H](O)C1=CC=C(C=C1)C1=CC(=CC=C1)CNC(OC(C)(C)C)=O)OCC)=O (tert-Butyl {4′-[3-(4(S)-benzyl-2-oxooxazolidin-3-yl)-2(S)-ethoxy-1(R)-hydroxy-3-oxopropyl]biphenyl-3-yl}methylcarbamate). Isolated yield 81.0%. RXN SMILES: [O-]S(C(F)(F)F)(=O)=O.C([B+]CCCC)CCC.C(N(C(C)C)CC)(C)C.[CH2:27]([C@H:34]1[CH2:38][O:37][C:36](=[O:39])[N:35]1[C:40](=[O:45])[CH2:41][O:42][CH2:43][CH3:44])[C:28]1[CH:33]=[CH:32][CH:31]=[CH:30][CH:29]=1.C([C@H]1COC(=O)N1)C1C=CC=CC=1.[CH:59]([C:61]1[CH:66]=[CH:65][C:64]([C:67]2[CH:72]=[CH:71][CH:70]=[C:69]([CH2:73][NH:74][C:75](=[O:81])[O:76][C:77]([CH3:80])([CH3:79])[CH3:78])[CH:68]=2)=[CH:63][CH:62]=1)=[O:60].OO>ClCCl.O.CO>[CH2:27]([C@H:34]1[CH2:38][O:37][C:36](=[O:39])[N:35]1[C:40](=[O:45])[C@@H:41]([O:42][CH2:43][CH3:44])[C@@H:59]([C:61]1[CH:66]=[CH:65][C:64]([C:67]2[CH:72]=[CH:71][CH:70]=[C:69]([CH2:73][NH:74][C:75](=[O:81])[O:76][C:77]([CH3:79])([CH3:78])[CH3:80])[CH:68]=2)=[CH:63][CH:62]=1)[OH:60])[C:28]1[CH:29]=[CH:30][CH:31]=[CH:32][CH:33]=1 |f:0.1|. Procedure: 72.3 ml (72.3 mmol) of dibutylboron triflate and then 12.6 ml (72.3 mmol) of diisopropylethylamine are added dropwise to a solution, cooled to 0° C., of 15.2 g (57.8 mmol) of (S)-4-benzyl-3-(2-ethoxyacetyl)oxazolidin-2-one, prepared as described in the publication by Bernard Hulin et al., J. Med. Chem., 1996, 39, 3897-3907, from commercial (S)-4-benzyloxazolidin-2-one, in 150 ml of dichloromethane. The reaction medium is stirred at 0° C. for 30 min and then cooled to −78° C. A solution of 15 g (... Starting materials: OCCC1CCN(CC1)C(=O)OC(C)(C)C (1,1-dimethylethyl 4-(2-hydroxyethyl)-1-piperidine-carboxylate), BrC1=CC=C(C=C1)F (1-bromo-4-fluorobenzene). Yields the product BrC1=CC=C(C=C1)OCCC1CCN(CC1)C(=O)OC(C)(C)C (1,1-dimethylethyl 4-{2-[(4-bromophenyl)-oxy]ethyl}-1-piperidinecarboxylate). Isolated yield 127.0%. RXN SMILES: [OH:1][CH2:2][CH2:3][CH:4]1[CH2:9][CH2:8][N:7]([C:10]([O:12][C:13]([CH3:16])([CH3:15])[CH3:14])=[O:11])[CH2:6][CH2:5]1.[Br:17][C:18]1[CH:23]=[CH:22][C:21](F)=[CH:20][CH:19]=1>>[Br:17][C:18]1[CH:23]=[CH:22][C:21]([O:1][CH2:2][CH2:3][CH:4]2[CH2:5][CH2:6][N:7]([C:10]([O:12][C:13]([CH3:16])([CH3:15])[CH3:14])=[O:11])[CH2:8][CH2:9]2)=[CH:20][CH:19]=1. Procedure details: The procedure described in Example 4.1. is repeated. Starting from 1.93 g (8.4 mmol) of 1,1-dimethylethyl 4-(2-hydroxyethyl)-1-piperidine-carboxylate and 5.88 g (33.6 mmol) of 1-bromo-4-fluorobenzene gives 4.1 g of crude product in oil form. Reactants: CC(=O)O, CNc1ccccc1, ClCCl, O=Cc1ccc(=O)n(Cc2ccc(Cl)cc2)c1. Yields the product CN(Cc1ccc(=O)n(Cc2ccc(Cl)cc2)c1)c1ccccc1. Reaction SMILES: [C:26]([OH:27])(=[O:28])[CH3:29].[CH3:1][NH:2][c:3]1[cH:4][cH:5][cH:6][cH:7][cH:8]1.[Cl:30][CH2:31][Cl:32].[Cl:9][c:10]1[cH:11][cH:12][c:13]([CH2:14][n:15]2[cH:16][c:17]([CH:22]=[O:23])[cH:18][cH:19][c:20]2=[O:21])[cH:24][cH:25]1>>[CH3:1][N:2]([c:3]1[cH:4][cH:5][cH:6][cH:7][cH:8]1)[CH2:22][c:17]1[cH:16][n:15]([CH2:14][c:13]2[cH:12][cH:11][c:10]([Cl:9])[cH:25][cH:24]2)[c:20](=[O:21])[cH:19][cH:18]1. Starting materials: N1(CCCCC1)CC=1C=C(OCCCN)C=CC1 (3-[3-(Piperidinomethyl)phenoxy]propylamine), ClC1=NC2=CC=CC=C2C(=C1)OCC (2-chloro-4-ethoxyquinoline). The solvent is Cl (hydrochloric acid). Product: N1(CCCCC1)CC=1C=C(OCCCNC2=NC3=CC=CC=C3C(=C2)OCC)C=CC1 (2-[3-[3-(Piperidinomethyl)phenoxy]propylamino]-4-ethoxyquinoline). The yield is 94.5%. Reaction SMILES: [N:1]1([CH2:7][C:8]2[CH:9]=[C:10]([CH:16]=[CH:17][CH:18]=2)[O:11][CH2:12][CH2:13][CH2:14][NH2:15])[CH2:6][CH2:5][CH2:4][CH2:3][CH2:2]1.Cl[C:20]1[CH:29]=[C:28]([O:30][CH2:31][CH3:32])[C:27]2[C:22](=[CH:23][CH:24]=[CH:25][CH:26]=2)[N:21]=1>Cl>[N:1]1([CH2:7][C:8]2[CH:9]=[C:10]([CH:16]=[CH:17][CH:18]=2)[O:11][CH2:12][CH2:13][CH2:14][NH:15][C:20]2[CH:29]=[C:28]([O:30][CH2:31][CH3:32])[C:27]3[C:22](=[CH:23][CH:24]=[CH:25][CH:26]=3)[N:21]=2)[CH2:6][CH2:5][CH2:4][CH2:3][CH2:2]1. Procedure: 3-[3-(Piperidinomethyl)phenoxy]propylamine (9.93 g) and 2-chloro-4-ethoxyquinoline (4.15 g) were fused at 160° C. for 41/4 hours. The reaction mixture was cooled, dissolved in dilute hydrochloric acid to pH 6 and washed with diethyl ether (2×). The solution was taken to pH 5 and extracted continuously into chloroform. The chloroform extract was evaporated under reduced pressure, dissolved in water, taken to pH 9 with aqueous sodium hydroxide and extracted into diethyl ether (7×) and chloroform (...